This data is from the Open Reaction Database (ORD), a public repository of structured organic reaction records. The task is: describe an organic reaction: reactants, conditions, products, and yield The reactants are CC(=O)C (acetone), CN=C=O (methyl isocyanate), OCC1=C2C(=C(C=3C=4C=CC=CC4NC13)C)C=NC=C2 (5-(Hydroxymethyl)-11-methyl-6H-pyrido [4,3-b] carbazole), COC1=CC=2C=3C(=C4C(=C(C3NC2C=C1)CO)C=CN=C4)C (9-Methoxy-5-hydroxymethyl-11-methyl-6H-pyrido [4,3-b] carbazole), COC1=CC=2C=3C(=C4C(=C(C3NC2C=C1)CO)C=CN=C4)C (9-Methoxy-5-hydroxymethyl-11-methyl-6H-pyrido [4,3-b] carbazole). Run in N1=CC=CC=C1 (pyridine). Product: CNC(O)=O.COC1=CC=2C=3C(=C4C(=C(C3NC2C=C1)CO)C=CN=C4)C (9-methoxy-5-hydroxymethyl-11-methyl-6H-pyrido [4, 3-b] carbazole N-methyl carbamate). As a reaction SMILES: [CH3:1][O:2][C:3]1[CH:15]=[CH:14][C:13]2[NH:12][C:11]3[C:10]([CH2:16][OH:17])=[C:9]4[CH:18]=[CH:19][N:20]=[CH:21][C:8]4=[C:7]([CH3:22])[C:6]=3[C:5]=2[CH:4]=1.CC(C)=O.[CH3:27][N:28]=[C:29]=[O:30].OCC1C2NC3C=CC=CC=3C=2C(C)=C2C=NC=CC=12>N1C=CC=CC=1>[CH3:27][NH:28][C:29](=[O:2])[OH:30].[CH3:1][O:2][C:3]1[CH:15]=[CH:14][C:13]2[NH:12][C:11]3[C:10]([CH2:16][OH:17])=[C:9]4[CH:18]=[CH:19][N:20]=[CH:21][C:8]4=[C:7]([CH3:22])[C:6]=3[C:5]=2[CH:4]=1 |f:5.6|. Reported procedure: The above alcohol 36 was dissolved in dry pyridine and dry acetone and treated with methyl isocyanate as in the case of the carbinol 25. The mixture was stirred until no further alcohol 36 could be detected on thin layer chromatography. The solvents were evaporated and the residual solid was crystallized from ethyl acetate-methanol to give the desired carbamate 37. Product: CC1(C)OCC(c2cc(F)cc(F)c2)NC1=O. Reactants: ClCCl, CC(C)(C)OC(=O)N1C(=O)C(C)(C)OCC1c1cc(F)cc(F)c1, O=C(O)C(F)(F)F. RXN SMILES: [Cl:32][CH2:33][Cl:34].[F:1][c:2]1[cH:3][c:4]([CH:9]2[N:10]([C:18]([O:19][C:20]([CH3:21])([CH3:22])[CH3:23])=[O:24])[C:11](=[O:17])[C:12]([CH3:15])([CH3:16])[O:13][CH2:14]2)[cH:5][c:6]([F:8])[cH:7]1.[F:25][C:26]([F:27])([F:28])[C:29]([OH:30])=[O:31]>>[F:1][c:2]1[cH:3][c:4]([CH:9]2[NH:10][C:11](=[O:17])[C:12]([CH3:15])([CH3:16])[O:13][CH2:14]2)[cH:5][c:6]([F:8])[cH:7]1. Reactants: C(CC)C1=C(C=CC=C1)O (2-n-propylphenol), ClC(C)(CCC(C)(C)Cl)C (2,5-dichloro-2,5-dimethylhexane). Yields the product C(CC)C=1C(=CC=2C(CCC(C2C1)(C)C)(C)C)O (3-n-propyl-5,6,7,8-tetrahydro-5,5,8,8-tetramethyl-2-naphthol). RXN SMILES: [CH2:1]([C:4]1[CH:9]=[CH:8][CH:7]=[CH:6][C:5]=1[OH:10])[CH2:2][CH3:3].Cl[C:12]([CH3:20])([CH2:14][CH2:15][C:16](Cl)([CH3:18])[CH3:17])[CH3:13]>>[CH2:1]([C:4]1[C:5]([OH:10])=[CH:6][C:7]2[C:12]([CH3:20])([CH3:13])[CH2:14][CH2:15][C:16]([CH3:18])([CH3:17])[C:8]=2[CH:9]=1)[CH2:2][CH3:3]. Procedure details: In a manner similar to Example 7(a), by the reaction of 13.6 g (0.1 mol) of 2-n-propylphenol with 18.3 g (0.1 mol) of 2,5-dichloro-2,5-dimethylhexane, 11.6 g (65%) of the expected phenolic derivative of melting point 96-7° C. were obtained after chromatography on a silica column eluted with dichloromethane. The reactants are CCOC(C)=O, COCCN1CCN(c2ccc(N3CC(CN=[N+]=[N-])OC3=O)cc2F)CC1=O. Yields the product COCCN1CCN(c2ccc(N3CC(CNC(C)=O)OC3=O)cc2F)CC1=O. As a reaction SMILES: [CH3:29][CH2:30][O:31][C:32](=[O:33])[CH3:34].[N:1](=[N+:2]=[N-:3])[CH2:4][CH:5]1[CH2:6][N:7]([c:11]2[cH:12][c:13]([F:28])[c:14]([N:17]3[CH2:18][C:19](=[O:27])[N:20]([CH2:23][CH2:24][O:25][CH3:26])[CH2:21][CH2:22]3)[cH:15][cH:16]2)[C:8](=[O:10])[O:9]1>>[NH:1]([CH2:4][CH:5]1[CH2:6][N:7]([c:11]2[cH:12][c:13]([F:28])[c:14]([N:17]3[CH2:18][C:19](=[O:27])[N:20]([CH2:23][CH2:24][O:25][CH3:26])[CH2:21][CH2:22]3)[cH:15][cH:16]2)[C:8](=[O:10])[O:9]1)[C:30]([CH3:29])=[O:31]. The reactants are NC=1C(=C(C(=NC1N)C)C(=O)OCC)NCCCC (5,6-Diamino-4-butylamino-2-methylpyridine-3-carboxylic acid, ethyl ester), 4g, C1(=CC=CC=C1)C (toluene), O.C(=O)C=O (glyoxal monohydrate). The solvent is O (water). Reaction conditions: time 3 hour. Yields the product C(CCC)NC1=C(C(=NC2=NC=CN=C21)C)C(=O)OCC (8-Butylamino-6-methylpyrido[2,3-b]pyrazine-7-carboxylic acid, ethyl ester). The yield is 70.0%. As a reaction SMILES: [NH2:1][C:2]1[C:3]([NH:15][CH2:16][CH2:17][CH2:18][CH3:19])=[C:4]([C:10]([O:12][CH2:13][CH3:14])=[O:11])[C:5]([CH3:9])=[N:6][C:7]=1[NH2:8].O.[CH:21]([CH:23]=O)=O.C1(C)C=CC=CC=1>O>[CH2:16]([NH:15][C:3]1[C:2]2[C:7](=[N:8][CH:21]=[CH:23][N:1]=2)[N:6]=[C:5]([CH3:9])[C:4]=1[C:10]([O:12][CH2:13][CH3:14])=[O:11])[CH2:17][CH2:18][CH3:19] |f:1.2|. Reported procedure: 13.3 g. of 5,6-Diamino-4-butylamino-2-methylpyridine-3-carboxylic acid, ethyl ester (0.05 Mol.) of Example 1 d and 4g. of glyoxal monohydrate, dissolved in 100 ml. of toluene, are refluxed, while the water formed is removed by means of a water separator. After about 3 hours, the reaction is complete and the solution is concentrated. The remaining oily residue is extracted twice with 50 ml. portions of gasoline and addition of activated charcoal. The gasoline extracts are cooled and the crystalli... Starting materials: C(=O)[C@@H]1[C@@H](CC(N1C)=O)C1=CC=CC=C1 (cis-5-formyl-1-methyl-4- phenylpyrrolidin-2-one), O (H2O), C(CCC)[Li] (n-butyllithium), [Br-].C1(=CC=CC=C1)[P+](CC1=CC(=CC=C1)Cl)(C1=CC=CC=C1)C1=CC=CC=C1 (triphenyl-m-chlorobenzylphosphonium bromide). Run in C1(=CC=CC=C1)C (toluene), C1(=CC=CC=C1)C (toluene). Conditions: time 15 minute. Product: CN1C(C[C@H]([C@H]1C=CC1=CC(=CC=C1)Cl)C1=CC=CC=C1)=O (cis-1-Methyl-4-phenyl-5-m-chlorostyrylpyrrolidin-2-one). Reaction SMILES: C([Li])CCC.[Br-].C1([P+](C2C=CC=CC=2)(C2C=CC=CC=2)[CH2:14][C:15]2[CH:20]=[CH:19][CH:18]=[C:17]([Cl:21])[CH:16]=2)C=CC=CC=1.[CH:34]([C@H:36]1[N:40]([CH3:41])[C:39](=[O:42])[CH2:38][C@H:37]1[C:43]1[CH:48]=[CH:47][CH:46]=[CH:45][CH:44]=1)=O.O>C1(C)C=CC=CC=1>[CH3:41][N:40]1[C@H:36]([CH:34]=[CH:14][C:15]2[CH:20]=[CH:19][CH:18]=[C:17]([Cl:21])[CH:16]=2)[C@H:37]([C:43]2[CH:48]=[CH:47][CH:46]=[CH:45][CH:44]=2)[CH2:38][C:39]1=[O:42] |f:1.2|. Procedure details: 32.8 g (77 mmol) of n-butyllithium (15% in hexane) were added dropwise under nitrogen with ice cooling to 36.0 g (77 mmol) of triphenyl-m-chlorobenzylphosphonium bromide in 150 ml of toluene in the course of 20 minutes, and the orange suspension was subsequently stirred for 15 minutes. 15.6 g (77 mmol) of cis-5-formyl-1-methyl-4- phenylpyrrolidin-2-one (German Laid-Open Application DOS 3,537,075 and 3,632,589; J. Org. Chem. 52 (1987), 4352) in 120 ml of toluene were then added dropwise and stirr...